From a dataset of the Open Reaction Database (ORD), a public repository of structured organic reaction records. describe an organic reaction: reactants, conditions, products, and yield Reactants: BrC1=NC(=CC(=C1C#N)N)N (2-bromo-3-cyano-4,6-diaminopyridine), CC(=O)[O-].[K+] (KOAc), [OH-].[Na+] (NaOH). Reagents/catalysts: [Pd] (Pd/C). The solvent is C1CCOC1.CO (THF MeOH), Cl (HCl), O (water). Run at time 7 day. Yields the product C(#N)C=1C=NC(=CC1N)N (3-cyano-4,6-diaminopyridine). Isolated yield 69.0%. RXN SMILES: Br[C:2]1[C:7]([C:8]#[N:9])=[C:6]([NH2:10])[CH:5]=[C:4]([NH2:11])[N:3]=1.CC([O-])=O.[K+].[OH-].[Na+]>C1COCC1.CO.Cl.O.[Pd]>[C:8]([C:7]1[CH:2]=[N:3][C:4]([NH2:11])=[CH:5][C:6]=1[NH2:10])#[N:9] |f:1.2,3.4,5.6|. Procedure: Crude 2-bromo-3-cyano-4,6-diaminopyridine [W. J. Middleton, U.S. Pat. No. 2,790,806 (Apr. 30, 1957), Du Pont; Chem. Abst. 51: P14829 (1957), see also next experimental] (15.1 g, 0.071 mole) is hydrogenated in THF/MeOH (200 mL, 2:1) containing KOAc (7.0 g, 0.071 mole) and 5% Pd/C (4 g) at 55 p.s.i. and 20° C. for 7 days. Filtration over celite, washing with THF/MeOH and removal of the solvent gives a solid, which is dissolved in dilute HCl and water. Adjustment of the solution pH to 10 (conc. NaO... The reactants are CC(=O)OI1(C=2C=CC=CC2C(=O)O1)(OC(=O)C)OC(=O)C (Dess-Martin periodinane), S1C2=C(C=C1C(=O)N1CCOC3(C1)CCN(CC3)CC3=C(C(=CC=C3)CCO)F)C=CC=C2 (Benzo[b]thiophen-2-yl(9-(2-fluoro-3-(2-hydroxyethyl)benzyl)-1-oxa-4,9-diazaspiro[5.5]undecan-4-yl)methanone), FC(C(=O)O)(F)F (trifluoroacetic acid), S(=S)(=O)([O-])[O-].[Na+].[Na+] (sodium thiosulphate), C([O-])(O)=O.[Na+] (sodium bicarbonate). The solvent is C(Cl)Cl (DCM), C(C)(=O)OCC (ethyl acetate). Reaction conditions: time 1 hour. Yields the product S1C2=C(C=C1C(=O)N1CCOC3(C1)CCN(CC3)CC=3C(=C(C=CC3)CC=O)F)C=CC=C2 (2-(3-((4-(Benzo[b]thiophene-2-carbonyl)-1-oxa-4,9-diazaspiro[5.5]undecan-9-yl)methyl)-2-fluorophenyl)acetaldehyde). As a reaction SMILES: CC(OI1(OC(C)=O)(OC(C)=O)OC(=O)C2C=CC=CC1=2)=O.[S:23]1[C:27]([C:28]([N:30]2[CH2:35][C:34]3([CH2:40][CH2:39][N:38]([CH2:41][C:42]4[CH:47]=[CH:46][CH:45]=[C:44]([CH2:48][CH2:49][OH:50])[C:43]=4[F:51])[CH2:37][CH2:36]3)[O:33][CH2:32][CH2:31]2)=[O:29])=[CH:26][C:25]2[CH:52]=[CH:53][CH:54]=[CH:55][C:24]1=2.FC(F)(F)C(O)=O.S([O-])([O-])(=O)=S.[Na+].[Na+].C(=O)(O)[O-].[Na+]>C(Cl)Cl.C(OCC)(=O)C>[S:23]1[C:27]([C:28]([N:30]2[CH2:35][C:34]3([CH2:40][CH2:39][N:38]([CH2:41][C:42]4[C:43]([F:51])=[C:44]([CH2:48][CH:49]=[O:50])[CH:45]=[CH:46][CH:47]=4)[CH2:37][CH2:36]3)[O:33][CH2:32][CH2:31]2)=[O:29])=[CH:26][C:25]2[CH:52]=[CH:53][CH:54]=[CH:55][C:24]1=2 |f:3.4.5,6.7|. Procedure details: Dess-Martin periodinane (0.282 g) was added to a stirred solution of benzo[b]thiophen-2-yl(9-(2-fluoro-3-(2-hydroxyethyl)benzyl)-1-oxa-4,9-diazaspiro[5.5]undecan-4-yl)methanone (example 79, step b) (0.240 g) and trifluoroacetic acid (0.059 mL) in DCM (5 mL). After 1 h, ethyl acetate (30 mL) was added followed by a mixture of saturated sodium thiosulphate solution (5 mL) and saturated sodium bicarbonate solution (5 mL). The reaction mixture was shaken well and separated. The ethyl acetate solutio... Reactants: CC(C)(C)OC(=O)Nc1ccc2[nH]cc(C(=O)C3C(C)(C)C3(C)C)c2c1, CS(=O)(=O)OCC1CCOCC1, [H-], [Na+], CN(C)C=O. The product is CC(C)(C)OC(=O)Nc1ccc2c(c1)c(C(=O)C1C(C)(C)C1(C)C)cn2CC1CCOCC1. RXN SMILES: [C:1]([CH3:2])([CH3:3])([CH3:4])[O:5][C:6]([NH:7][c:8]1[cH:9][c:10]2[c:11]([C:17](=[O:18])[CH:19]3[C:20]([CH3:24])([CH3:25])[C:21]3([CH3:22])[CH3:23])[cH:12][nH:13][c:14]2[cH:15][cH:16]1)=[O:26].[CH3:27][S:28]([O:29][CH2:32][CH:33]1[CH2:34][CH2:35][O:36][CH2:37][CH2:38]1)(=[O:30])=[O:31].[H-:40].[Na+:39].[O:41]=[CH:42][N:43]([CH3:44])[CH3:45]>>[C:1]([CH3:2])([CH3:3])([CH3:4])[O:5][C:6]([NH:7][c:8]1[cH:9][c:10]2[c:11]([C:17](=[O:18])[CH:19]3[C:20]([CH3:24])([CH3:25])[C:21]3([CH3:22])[CH3:23])[cH:12][n:13]([CH2:32][CH:33]3[CH2:34][CH2:35][O:36][CH2:37][CH2:38]3)[c:14]2[cH:15][cH:16]1)=[O:26]. The reactants are CCN(CC)CCCCl, Cc1ccc(-c2oc3ccccc3c2S(=O)(=O)c2ccc(O)cc2)cc1. Product: CCN(CC)CCCOc1ccc(S(=O)(=O)c2c(-c3ccc(C)cc3)oc3ccccc23)cc1. As a reaction SMILES: [CH2:27]([CH3:28])[N:29]([CH2:30][CH2:31][CH2:32][Cl:33])[CH2:34][CH3:35].[OH:1][c:2]1[cH:3][cH:4][c:5]([S:8](=[O:9])(=[O:10])[c:11]2[c:12](-[c:20]3[cH:21][cH:22][c:23]([CH3:26])[cH:24][cH:25]3)[o:13][c:14]3[c:15]2[cH:16][cH:17][cH:18][cH:19]3)[cH:6][cH:7]1>>[O:1]([c:2]1[cH:3][cH:4][c:5]([S:8](=[O:9])(=[O:10])[c:11]2[c:12](-[c:20]3[cH:21][cH:22][c:23]([CH3:26])[cH:24][cH:25]3)[o:13][c:14]3[c:15]2[cH:16][cH:17][cH:18][cH:19]3)[cH:6][cH:7]1)[CH2:32][CH2:31][CH2:30][N:29]([CH2:27][CH3:28])[CH2:34][CH3:35]. Reactants: CN(C=O)C (N,N-dimethylformamide), C(C1=CC=CC=C1)O[C@H]1[C@@H](O[C@@H]([C@H]([C@@H]1OCC1=CC=CC=C1)OCC1=CC=CC=C1)COCC1=CC=CC=C1)C1=C(C=C(C(=C1)CC1=C(C=C(C=C1)O)C)C)OCC1=CC=CC=C1 ((1S)-1,5-anhydro-2,3,4,6-tetra-O-benzyl-1-[2-(benzyloxy)-5-(4-hydroxy-2-methylbenzyl)-4-methylphenyl]-D-glucitol), BrCCN1C(C=2C(C1=O)=CC=CC2)=O (N-(2-bromoethyl)phthalimide), C([O-])([O-])=O.[K+].[K+] (potassium carbonate). The reagents and catalysts are [N+](CCCC)(CCCC)(CCCC)CCCC.[I-] (n-Bu4NI). The solvent is O (water). Conditions: temperature 80 celsius, time 3.5 hour. Product: C(C1=CC=CC=C1)O[C@H]1[C@@H](O[C@@H]([C@H]([C@@H]1OCC1=CC=CC=C1)OCC1=CC=CC=C1)COCC1=CC=CC=C1)C1=C(C=C(C(=C1)CC1=C(C=C(C=C1)OCCN1C(C2=CC=CC=C2C1=O)=O)C)C)OCC1=CC=CC=C1 ((1S)-1,5-anhydro-2,3,4,6-tetra-O-benzyl-1-[2-(benzyloxy)-5-[4-[2-(1,3-dioxo-1,3-dihydro-2H-isoindole-2-yl)ethoxy]-2-methylbenzyl]-4-methylphenyl]-D-glucitol). Yield: 14.8%. RXN SMILES: CN(C)C=O.[CH2:6]([O:13][C@@H:14]1[C@@H:19]([O:20][CH2:21][C:22]2[CH:27]=[CH:26][CH:25]=[CH:24][CH:23]=2)[C@H:18]([O:28][CH2:29][C:30]2[CH:35]=[CH:34][CH:33]=[CH:32][CH:31]=2)[C@@H:17]([CH2:36][O:37][CH2:38][C:39]2[CH:44]=[CH:43][CH:42]=[CH:41][CH:40]=2)[O:16][C@H:15]1[C:45]1[CH:50]=[C:49]([CH2:51][C:52]2[CH:57]=[CH:56][C:55]([OH:58])=[CH:54][C:53]=2[CH3:59])[C:48]([CH3:60])=[CH:47][C:46]=1[O:61][CH2:62][C:63]1[CH:68]=[CH:67][CH:66]=[CH:65][CH:64]=1)[C:7]1[CH:12]=[CH:11][CH:10]=[CH:9][CH:8]=1.Br[CH2:70][CH2:71][N:72]1[C:76](=[O:77])[C:75]2=[CH:78][CH:79]=[CH:80][CH:81]=[C:74]2[C:73]1=[O:82].C(=O)([O-])[O-].[K+].[K+]>[N+](CCCC)(CCCC)(CCCC)CCCC.[I-].O>[CH2:6]([O:13][C@@H:14]1[C@@H:19]([O:20][CH2:21][C:22]2[CH:27]=[CH:26][CH:25]=[CH:24][CH:23]=2)[C@H:18]([O:28][CH2:29][C:30]2[CH:31]=[CH:32][CH:33]=[CH:34][CH:35]=2)[C@@H:17]([CH2:36][O:37][CH2:38][C:39]2[CH:44]=[CH:43][CH:42]=[CH:41][CH:40]=2)[O:16][C@H:15]1[C:45]1[CH:50]=[C:49]([CH2:51][C:52]2[CH:57]=[CH:56][C:55]([O:58][CH2:70][CH2:71][N:72]3[C:73](=[O:82])[C:74]4[C:75](=[CH:78][CH:79]=[CH:80][CH:81]=4)[C:76]3=[O:77])=[CH:54][C:53]=2[CH3:59])[C:48]([CH3:60])=[CH:47][C:46]=1[O:61][CH2:62][C:63]1[CH:64]=[CH:65][CH:66]=[CH:67][CH:68]=1)[C:7]1[CH:12]=[CH:11][CH:10]=[CH:9][CH:8]=1 |f:3.4.5,6.7|. Procedure: To a N,N-dimethylformamide solution (5.0 mL) of (1S)-1,5-anhydro-2,3,4,6-tetra-O-benzyl-1-[2-(benzyloxy)-5-(4-hydroxy-2-methylbenzyl)-4-methylphenyl]-D-glucitol (340 mg, 0.40 mmol) and N-(2-bromoethyl)phthalimide (1.02 g, 4.0 mmol) were added potassium carbonate (553 mg, 4.0 mmol) and n-Bu4NI (14 mg, 0.038 mmol). The reaction mixture was stirred at 80° C. for 3.5 hours. After the mixture was cooled to room temperature, water was added thereto, and the resulting mixture was extracted with ethyl a... The reactants are O=C1c2ccccc2C(=O)N1CCBr, CCC(C)=O, c1ccc(C(OC2CCNCC2)c2ccccc2)cc1, [I-], [K+], [K+], [Na+], O=C([O-])[O-]. Yields the product O=C1c2ccccc2C(=O)N1CCN1CCC(OC(c2ccccc2)c2ccccc2)CC1. As a reaction SMILES: [Br:21][CH2:22][CH2:23][N:24]1[C:25](=[O:34])[c:26]2[c:27]([cH:30][cH:31][cH:32][cH:33]2)[C:28]1=[O:29].[CH3:43][C:44](=[O:45])[CH2:46][CH3:47].[CH:1]([c:2]1[cH:3][cH:4][cH:5][cH:6][cH:7]1)([c:8]1[cH:9][cH:10][cH:11][cH:12][cH:13]1)[O:14][CH:15]1[CH2:16][CH2:17][NH:18][CH2:19][CH2:20]1.[I-:41].[K+:35].[K+:36].[Na+:42].[O-:37][C:38]([O-:39])=[O:40]>>[CH:1]([c:2]1[cH:3][cH:4][cH:5][cH:6][cH:7]1)([c:8]1[cH:9][cH:10][cH:11][cH:12][cH:13]1)[O:14][CH:15]1[CH2:16][CH2:17][N:18]([CH2:22][CH2:23][N:24]2[C:25](=[O:34])[c:26]3[c:27]([cH:30][cH:31][cH:32][cH:33]3)[C:28]2=[O:29])[CH2:19][CH2:20]1. Starting materials: FC1=CC=C(C(=O)Cl)C=C1 (4-fluoro-benzoyl chloride), Br.BrCCN (2-bromo-ethyl-amine hydrobromide), [OH-].[Na+] (sodium hydroxide). The product is BrCCNC(C1=CC=C(C=C1)F)=O (N-(2-bromo-ethyl)-4-fluoro-benzamide). Isolated yield 68.9%. RXN SMILES: [F:1][C:2]1[CH:10]=[CH:9][C:5]([C:6](Cl)=[O:7])=[CH:4][CH:3]=1.Br.[Br:12][CH2:13][CH2:14][NH2:15].[OH-].[Na+]>>[Br:12][CH2:13][CH2:14][NH:15][C:6](=[O:7])[C:5]1[CH:9]=[CH:10][C:2]([F:1])=[CH:3][CH:4]=1 |f:1.2,3.4|. Procedure: 4-fluoro-benzoyl chloride (3 ml; 0.026 mol) was added dropwise to a cold (~0° C.). Stirring mixture of 2-bromo-ethyl-amine hydrobromide (5 g; 0.0236 mol) and 10% aqueous sodium hydroxide (21 ml; 0.052 mol). Crystalline product started to precipitate out of the reaction mixture almost immediately. After 15 minutes of stirring, the product was collected by filtration, triturated with diethyl ether and dried under vacuum giving the desired compound as a white solid (4 g). Reactants: [H-].[Na+] (sodium hydride), BrC(C(=O)O)C (2-bromopropionic acid), FC1=CC=C(C=C1)O (4-fluorophenol). Solvent: COCCOC (1,2-dimethoxyethane), COCCOC (1,2-dimethoxyethane), COCCOC (1,2-dimethoxyethane). Product: FC1=CC=C(OC(C(=O)O)C)C=C1 (2-(p-Fluorophenoxy)propionic acid). Isolated yield 60.3%. RXN SMILES: [H-].[Na+].Br[CH:4]([CH3:8])[C:5]([OH:7])=[O:6].[F:9][C:10]1[CH:15]=[CH:14][C:13]([OH:16])=[CH:12][CH:11]=1>COCCOC>[F:9][C:10]1[CH:15]=[CH:14][C:13]([O:16][CH:4]([CH3:8])[C:5]([OH:7])=[O:6])=[CH:12][CH:11]=1 |f:0.1|. Procedure: To a stirred slurry of 8.3 g of sodium hydride (57° 10 NaH in oil) in 100 ml of dry 1,2-dimethoxyethane at 5° C. is added 15.3 g of 2-bromopropionic acid in 50 ml of 1,2-dimethoxyethane and 10.5 g of 4-fluorophenol in 50 ml of 1,2-dimethoxyethane. The mixture is refluxed for 6 hrs, cooled and filtered. The solid is partitioned between dichloromethane and 1N HCl. The organic layer is dried (MgSO4) and concentrated to 50 ml. The mixture is filtered to give 10.4 g of product, mp 113°-115° C.